From a dataset of the Open Reaction Database (ORD), a public repository of structured organic reaction records. describe an organic reaction: reactants, conditions, products, and yield Reactants: BrB(Br)Br, C1=CCCCC1, COc1cccc(S(=O)(=O)N2c3cc(Cl)ccc3-c3ccccc3C2C)c1, ClCCl. Yields the product CC1c2ccccc2-c2ccc(Cl)cc2N1S(=O)(=O)c1cccc(O)c1. RXN SMILES: [B:34]([Br:35])([Br:36])[Br:37].[CH2:28]1[CH2:29][CH:30]=[CH:31][CH2:32][CH2:33]1.[Cl:1][c:2]1[cH:3][cH:4][c:5]2[c:14]([cH:15]1)[N:13]([S:16](=[O:17])(=[O:18])[c:19]1[cH:20][c:21]([O:25][CH3:26])[cH:22][cH:23][cH:24]1)[CH:12]([CH3:27])[c:11]1[c:6]-2[cH:7][cH:8][cH:9][cH:10]1.[Cl:38][CH2:39][Cl:40]>>[Cl:1][c:2]1[cH:3][cH:4][c:5]2[c:14]([cH:15]1)[N:13]([S:16](=[O:17])(=[O:18])[c:19]1[cH:20][c:21]([OH:25])[cH:22][cH:23][cH:24]1)[CH:12]([CH3:27])[c:11]1[c:6]-2[cH:7][cH:8][cH:9][cH:10]1. The reactants are C(CCC)N1C(SC(C1)(C)C)=N (3-butyl-5,5-dimethylthiazolidin-2-imine), ClC=1C=CC(=C(C(=O)O)C1)OC (5-chloro-2-methoxy-benzoic acid), CCN=C=NCCCN(C)C (EDCI), C=1C=CC2=C(C1)N=NN2O (HOBt). The reagents and catalysts are CN(C)C=1C=CN=CC1 (DMAP). Run in N1=CC=CC=C1 (pyridine). Run at time 1 hour. Product: C(CCC)N1/C(/SC(C1)(C)C)=N/C(C1=C(C=CC(=C1)Cl)OC)=O (N-[(2Z)-3-butyl-5,5-dimethyl-1,3-thiazolidin-2-ylidene]-5-chloro-2-methoxybenzamide). The yield is 40.5%. As a reaction SMILES: [CH2:1]([N:5]1[CH2:9][C:8]([CH3:11])([CH3:10])[S:7][C:6]1=[NH:12])[CH2:2][CH2:3][CH3:4].[Cl:13][C:14]1[CH:15]=[CH:16][C:17]([O:23][CH3:24])=[C:18]([CH:22]=1)[C:19](O)=[O:20].CCN=C=NCCCN(C)C.C1C=CC2N(O)N=NC=2C=1>CN(C1C=CN=CC=1)C.N1C=CC=CC=1>[CH2:1]([N:5]1[CH2:9][C:8]([CH3:11])([CH3:10])[S:7]/[C:6]/1=[N:12]\[C:19](=[O:20])[C:18]1[CH:22]=[C:14]([Cl:13])[CH:15]=[CH:16][C:17]=1[O:23][CH3:24])[CH2:2][CH2:3][CH3:4]. Reported procedure: A mixture of the compound from Example 2A (1.2 g, 6.4 mmol), 5-chloro-2-methoxy-benzoic acid (1.4 g, 7.7 mmol), EDCI (2.45 g, 12.8 mmol), HOBt (1.7 g, 12.8 mmol) and DMAP (78 mg, 0.64 mmol) in pyridine (40 mL) was stirred at room temperature for 1 hour. The mixture was concentrated under reduced pressure, diluted with water, and extracted with ethyl acetate (3×30 mL). The combined organic layers were dried over MgSO4, filtered and concentrated under reduced pressure. The residue was purified by ... The reactants are CCOC(=O)CBr, O=C([O-])[O-], Cc1cccc(C)c1NC(=O)CN1CCNCC1, CC#N, Cl, Cl, [K+], [K+], O. Yields the product CCOC(=O)CN1CCN(CC(=O)Nc2c(C)cccc2C)CC1. Reaction SMILES: [Br:1][CH2:2][C:3](=[O:4])[O:5][CH2:6][CH3:7].[C:29](=[O:30])([O-:31])[O-:32].[CH3:11][c:12]1[c:13]([NH:19][C:20]([CH2:21][N:22]2[CH2:23][CH2:24][NH:25][CH2:26][CH2:27]2)=[O:28])[c:14]([CH3:18])[cH:15][cH:16][cH:17]1.[CH3:35][C:36]#[N:37].[ClH:10].[ClH:9].[K+:33].[K+:34].[OH2:8]>>[CH2:2]([C:3](=[O:4])[O:5][CH2:6][CH3:7])[N:25]1[CH2:24][CH2:23][N:22]([CH2:21][C:20]([NH:19][c:13]2[c:12]([CH3:11])[cH:17][cH:16][cH:15][c:14]2[CH3:18])=[O:28])[CH2:27][CH2:26]1. The reactants are COC=1C=C2CCNC2=CC1[N+](=O)[O-] (5-(methyloxy)-6-nitro-2,3-dihydro-1H-indole), ClCC(=O)N(C)C (2-chloro-N,N-dimethylacetamide), C([O-])([O-])=O.[K+].[K+] (potassium carbonate). Run in C1CCOC1 (THF), C(C)(=O)OCC (ethyl acetate). Run at temperature 65 celsius. The product is CN(C(CN1CCC2=CC(=C(C=C12)[N+](=O)[O-])OC)=O)C (N,N-dimethyl-2-[5-(methyloxy)-6-nitro-2,3-dihydro-1H-indol-1-yl]acetamide). Isolated yield 15.9%. As a reaction SMILES: [CH3:1][O:2][C:3]1[CH:4]=[C:5]2[C:9](=[CH:10][C:11]=1[N+:12]([O-:14])=[O:13])[NH:8][CH2:7][CH2:6]2.Cl[CH2:16][C:17]([N:19]([CH3:21])[CH3:20])=[O:18].C(=O)([O-])[O-].[K+].[K+]>C1COCC1.C(OCC)(=O)C>[CH3:20][N:19]([CH3:21])[C:17](=[O:18])[CH2:16][N:8]1[C:9]2[C:5](=[CH:4][C:3]([O:2][CH3:1])=[C:11]([N+:12]([O-:14])=[O:13])[CH:10]=2)[CH2:6][CH2:7]1 |f:2.3.4|. Reported procedure: To a solution of 5-(methyloxy)-6-nitro-2,3-dihydro-1H-indole (0.7 g, 3.61 mmol) in THF (100 mL) was added 2-chloro-N,N-dimethylacetamide (1.11 g, 10.8 mmol), and potassium carbonate (2.98 g, 21.6 mmol). After heating at 65° C. for 4 days, the reaction was diluted with ethyl acetate (100 mL) and washed with water (100 mL). The organic layer was separated, adsorbed onto silica gel, and purified by column chromatography (DCM to 2% MeOH/DCM) to provide N,N-dimethyl-2-[5-(methyloxy)-6-nitro-2,3-dihyd... Reactants: BrC1=CC(=C(C(=C1)C)C1C(C\C(\C1=O)=C/C1CCCCC1)=O)C (2-(4-bromo-2,6-dimethyl-phenyl)-4-[1-cyclohexyl-meth-(E)-ylidene]-cyclopentane-1,3-dione). Reagents/catalysts: [Pd] (palladium on carbon). Solvent: CO (methanol). Reaction conditions: time 7.5 hour. Yields the product C1(CCCCC1)CC1C(C(C(C1)=O)C1=C(C=CC=C1C)C)=O (4-cyclohexylmethyl-2-(2,6-dimethyl-phenyl)-cyclopentane-1,3-dione). As a reaction SMILES: Br[C:2]1[CH:7]=[C:6]([CH3:8])[C:5]([CH:9]2[C:13](=[O:14])/[C:12](=[CH:15]/[CH:16]3[CH2:21][CH2:20][CH2:19][CH2:18][CH2:17]3)/[CH2:11][C:10]2=[O:22])=[C:4]([CH3:23])[CH:3]=1>CO.[Pd]>[CH:16]1([CH2:15][CH:12]2[CH2:11][C:10](=[O:22])[CH:9]([C:5]3[C:6]([CH3:8])=[CH:7][CH:2]=[CH:3][C:4]=3[CH3:23])[C:13]2=[O:14])[CH2:17][CH2:18][CH2:19][CH2:20][CH2:21]1. Procedure details: To a solution of 2-(4-bromo-2,6-dimethyl-phenyl)-4-[1-cyclohexyl-meth-(E)-ylidene]-cyclopentane-1,3-dione (250 mg, 0.844 mmol) in methanol (25 ml) was added 10% palladium on carbon (50 mg, 20%) and stirred at room temperature under hydrogen balloon pressure for 7-8 hours. The reaction mixture was filtered through celite bed, concentrated under high vacuum. Compounds were separated by auto prep purification system to give 4-cyclohexylmethyl-2-(2,6-dimethyl-phenyl)-cyclopentane-1,3-dione. Reactants: NC=1C(=NN(C1C#N)C)C (4-amino-5-cyano-1,3-dimethylpyrazole), NC(C)C(C)N (2,3-diaminobutane), O.C1(=CC=C(C=C1)S(=O)(=O)O)C (p-toluene sulfonic acid hydrate), C([O-])([O-])=O.[Na+].[Na+] (sodium carbonate). Solvent: C(Cl)(Cl)Cl (chloroform). Product: NC=1C(=NN(C1C=1NC(C(N1)C)C)C)C (2-(4-amino-1,3-dimethyl-5-pyrazolyl)-4,5-dimethylimidazoline). Yield: 91.7%. RXN SMILES: [NH2:1][C:2]1[C:3]([CH3:10])=[N:4][N:5]([CH3:9])[C:6]=1[C:7]#[N:8].[NH2:11][CH:12]([CH:14](N)[CH3:15])[CH3:13].O.C1(C)C=CC(S(O)(=O)=O)=CC=1.C(=O)([O-])[O-].[Na+].[Na+]>C(Cl)(Cl)Cl>[NH2:1][C:2]1[C:3]([CH3:10])=[N:4][N:5]([CH3:9])[C:6]=1[C:7]1[NH:11][CH:12]([CH3:13])[CH:14]([CH3:15])[N:8]=1 |f:2.3,4.5.6|. Procedure details: A mixture of 7 g (0.05 mol) of 4-amino-5-cyano-1,3-dimethylpyrazole, 5 g (0.057 mol) of 2,3-diaminobutane and 10.5 g (0.055 mol) of p-toluene sulfonic acid hydrate is heated in an oil bath at 180°-200° C. for seven hours. The yellow melt is dissolved in 200 ml of chloroform and stirred with 100 ml of 20% aqueous sodium carbonate solution. The organic layer is separated, dried over MgSO4 and evaporated in vacuo to give 9.5 g of 2-(4-amino-1,3-dimethyl-5-pyrazolyl)-4,5-dimethylimidazoline and char... Starting materials: mixture, E- and Z-3-methyl-5-(2,4,5-trimethyl-3,6-diacetyloxyphenyl)-3-pentenenitrile, C=C(CC#N)CCC1=C(C(=C(C(=C1OC(C)=O)C)C)OC(C)=O)C (3-methylene-5-(2,4,5-trimethyl-3,6-diacetyloxy-phenyl)pentanenitrile), C[O-].[Na+] (sodium methoxide), O (water), CCOCC (ether). Solvent: CO (methanol). Conditions: time 4.5 hour. Yields the product OC=1C(=C(C2=C(CCC(O2)(CC#N)C)C1C)C)C (rac. 3,4-dihydro-6-hydroxy-2,5,7,8-tetramethyl-2H-1-benzopyran-2-acetonitrile). Isolated yield 93.0%. RXN SMILES: [CH2:1]=[C:2]([CH2:6][CH2:7][C:8]1[C:13]([O:14]C(=O)C)=[C:12]([CH3:18])[C:11]([CH3:19])=[C:10]([O:20]C(=O)C)[C:9]=1[CH3:24])[CH2:3][C:4]#[N:5].C[O-].[Na+].O.CCOCC>CO>[OH:20][C:10]1[C:11]([CH3:19])=[C:12]([CH3:18])[C:13]2[O:14][C:2]([CH3:1])([CH2:3][C:4]#[N:5])[CH2:6][CH2:7][C:8]=2[C:9]=1[CH3:24] |f:1.2|. Procedure: A slurry of 500 mg (1.52 mmoles) of the mixture of E- and Z-3-methyl-5-(2,4,5-trimethyl-3,6-diacetyloxyphenyl)-3-pentenenitrile and 3-methylene-5-(2,4,5-trimethyl-3,6-diacetyloxy-phenyl)pentanenitrile in 5 ml of methanol was treated with 0.71 ml (3.34 mmoles) of a 4.7 M methanolic sodium methoxide solutiion. The resulting mixture was stirred at room temperature for 4.5 hr, then poured into 20 ml of water and worked-up with ether in the usual manner affording 345 mg (93%) of rac. 3,4-dihydro-6-hy... Starting materials: Cl.FC1=CC=C(C=C1)C(C(CC1=CC=C(C=C1)C(F)(F)F)N)O ((1RS,2SR)-1-(4-fluorophenyl)-1-hydroxy-3-(4-(trifluoromethyl)phenyl)-2-propylamine hydrochloride), FC(C=1C=C(C(=O)Cl)C=C(C1)C(F)(F)F)(F)F (3,5-bis(trifluoromethyl)benzoyl chloride), C(O)([O-])=O.[Na+] (sodium hydrogen carbonate). The solvent is C(C)(=O)OCC (ethyl acetate), O (water). Conditions: time 8 hour. Yields the product FC1=CC=C(C=C1)C(C(CC1=CC=C(C=C1)C(F)(F)F)NC(C1=CC(=CC(=C1)C(F)(F)F)C(F)(F)F)=O)O (N-((1RS,2SR)-2-(4-fluorophenyl)-2-hydroxy-1-((4-(trifluoromethyl)phenyl)methyl)ethyl)-3,5-bis(trifluoromethyl)benzamide). Yield: 30.7%. As a reaction SMILES: Cl.[F:2][C:3]1[CH:8]=[CH:7][C:6]([CH:9]([OH:23])[CH:10]([NH2:22])[CH2:11][C:12]2[CH:17]=[CH:16][C:15]([C:18]([F:21])([F:20])[F:19])=[CH:14][CH:13]=2)=[CH:5][CH:4]=1.[F:24][C:25]([F:40])([F:39])[C:26]1[CH:27]=[C:28]([CH:32]=[C:33]([C:35]([F:38])([F:37])[F:36])[CH:34]=1)[C:29](Cl)=[O:30].C(=O)([O-])O.[Na+]>C(OCC)(=O)C.O>[F:2][C:3]1[CH:4]=[CH:5][C:6]([CH:9]([OH:23])[CH:10]([NH:22][C:29](=[O:30])[C:28]2[CH:32]=[C:33]([C:35]([F:36])([F:37])[F:38])[CH:34]=[C:26]([C:25]([F:24])([F:39])[F:40])[CH:27]=2)[CH2:11][C:12]2[CH:17]=[CH:16][C:15]([C:18]([F:21])([F:20])[F:19])=[CH:14][CH:13]=2)=[CH:7][CH:8]=1 |f:0.1,3.4|. Procedure details: To a solution of (1RS,2SR)-1-(4-fluorophenyl)-1-hydroxy-3-(4-(trifluoromethyl)phenyl)-2-propylamine hydrochloride (150 mg, 0.43 mmol) in ethyl acetate (5 ml) were-added 3,5-bis(trifluoromethyl)benzoyl chloride (117 ml, 0.64 mmol) and saturated aqueous sodium hydrogen carbonate (5 ml) and the mixture was stirred overnight at room temperature. The reaction solution was diluted with water (50 ml) and extracted with ethyl acetate (50 ml×2). The extract was washed with saturated brine, dried over anh... Reactants: O=C([O-])O, CNO, CC(=O)[O-], CCO, Cl, [Na+], [Na+], O=C(Cn1ccnc1)c1ccco1. The product is C[N+]([O-])=C(Cn1ccnc1)c1ccco1. As a reaction SMILES: [C:23](=[O:24])([OH:25])[O-:26].[CH3:15][NH:16][OH:17].[CH3:19][C:20](=[O:21])[O-:22].[CH3:28][CH2:29][OH:30].[ClH:14].[Na+:18].[Na+:27].[o:1]1[c:2]([C:6]([CH2:7][n:8]2[cH:9][n:10][cH:11][cH:12]2)=[O:13])[cH:3][cH:4][cH:5]1>>[o:1]1[c:2]([C:6]([CH2:7][n:8]2[cH:9][n:10][cH:11][cH:12]2)=[N+:16]([CH3:15])[O-:17])[cH:3][cH:4][cH:5]1.